This data is from the Open Reaction Database (ORD), a public repository of structured organic reaction records. The task is: describe an organic reaction: reactants, conditions, products, and yield Reaction SMILES: [C:20]([O:21][BH-:22]([O:23][C:24](=[O:25])[CH3:26])[O:27][C:28](=[O:29])[CH3:30])(=[O:31])[CH3:32].[Cl:34][CH2:35][CH2:36][Cl:37].[NH2:1][c:2]1[c:3]([C:4](=[O:5])[OH:6])[cH:7][cH:8][c:9]([F:11])[cH:10]1.[Na+:33].[n:12]1[cH:13][cH:14][c:15]([CH:18]=[O:19])[cH:16][cH:17]1>>[NH:1]([c:2]1[c:3]([C:4](=[O:5])[OH:6])[cH:7][cH:8][c:9]([F:11])[cH:10]1)[CH2:18][c:15]1[cH:14][cH:13][n:12][cH:17][cH:16]1. Starting materials: CC(=O)O[BH-](OC(C)=O)OC(C)=O, ClCCCl, Nc1cc(F)ccc1C(=O)O, [Na+], O=Cc1ccncc1. Yields the product O=C(O)c1ccc(F)cc1NCc1ccncc1.